Dataset: the Open Reaction Database (ORD), a public repository of structured organic reaction records. Task: describe an organic reaction: reactants, conditions, products, and yield Reactants: CCN(C(C)C)C(C)C, O=C(Cl)Oc1ccc([N+](=O)[O-])cc1, Nc1cc(N2CCNCC2)c2ccc(Cl)cc2n1, NC1CSCCNC1=O. The product is Nc1cc(N2CCN(C(=O)NC3CSCCNC3=O)CC2)c2ccc(Cl)cc2n1. Reaction SMILES: [CH:23]([N:24]([CH:25]([CH3:26])[CH3:27])[CH2:28][CH3:29])([CH3:30])[CH3:31].[Cl:10][C:11](=[O:12])[O:13][c:14]1[cH:15][cH:16][c:17]([N+:18]([O-:19])=[O:20])[cH:21][cH:22]1.[Cl:32][c:33]1[cH:34][cH:35][c:36]2[c:37]([N:44]3[CH2:45][CH2:46][NH:47][CH2:48][CH2:49]3)[cH:38][c:39]([NH2:43])[n:40][c:41]2[cH:42]1.[NH2:1][CH:2]1[C:3](=[O:9])[NH:4][CH2:5][CH2:6][S:7][CH2:8]1>>[NH:1]([CH:2]1[C:3](=[O:9])[NH:4][CH2:5][CH2:6][S:7][CH2:8]1)[C:11](=[O:12])[N:47]1[CH2:46][CH2:45][N:44]([c:37]2[c:36]3[cH:35][cH:34][c:33]([Cl:32])[cH:42][c:41]3[n:40][c:39]([NH2:43])[cH:38]2)[CH2:49][CH2:48]1. Procedure: A solution of 471 mg (2.0 mmol) of 4,4-dimethyl-1-phenyl-3,4-dihydroisoquinoline in MeOH (6 ml) was cooled to 0° C. and 151 mg (4.0 mmol) of NaBH4 were added in portions. After stirring for 3 h at RT a saturated aqueous NH4Cl solution was added. Then most of the methanol was removed under vacuum and the residue was extracted with EE. The organic phase was washed with brine, dried over Na2SO4, filtered and concentrated to small volume under vacuum. 19 mg (0.08 mmol, 4%) of 4,4-dimethyl-1-phenyl-1... The reactants are [BH4-].[Na+] (NaBH4), CC1(CN=C(C2=CC=CC=C12)C1=CC=CC=C1)C (4,4-dimethyl-1-phenyl-3,4-dihydroisoquinoline), [NH4+].[Cl-] (NH4Cl). Run in CO (MeOH). Reaction SMILES: [CH3:1][C:2]1([CH3:18])[C:11]2[C:6](=[CH:7][CH:8]=[CH:9][CH:10]=2)[C:5]([C:12]2[CH:17]=[CH:16][CH:15]=[CH:14][CH:13]=2)=[N:4][CH2:3]1.[BH4-].[Na+].[NH4+].[Cl-]>CO>[CH3:1][C:2]1([CH3:18])[C:11]2[C:6](=[CH:7][CH:8]=[CH:9][CH:10]=2)[CH:5]([C:12]2[CH:17]=[CH:16][CH:15]=[CH:14][CH:13]=2)[NH:4][CH2:3]1 |f:1.2,3.4|. Isolated yield 4.0%. The product is CC1(CNC(C2=CC=CC=C12)C1=CC=CC=C1)C (4,4-dimethyl-1-phenyl-1,2,3,4-tetrahydroisoquinoline). Reactants: [OH-].[Na+] (sodium hydroxide), COC(=O)C=1C=C(C2=C(S(CC3=C(O2)C(=CC(=C3)N(CCCl)CCCl)Cl)(=O)=O)C1)C (2-[Bis-(2-chloro-ethyl)-amino]-4-chloro-6-methyl-10,10-dioxo-10,11-dihydro-5-oxa-10lambda*6*-thia-dibenzo[a,d]cycloheptene-8-carboxylic acid methyl ester). The solvent is O1CCCC1 (tetrahydrofuran). Conditions: time 3 hour. Yields the product ClCCN(C1=CC2=C(OC3=C(S(C2)(=O)=O)C=C(C=C3C)C(=O)O)C(=C1)Cl)CCCl (2-[Bis-(2-chloroethyl)amino]-4-chloro-6-methyl-10,10-dioxo-10,11-dihydro-5-oxa-10lambda*6*-thia-dibenzo[a,d]-cycloheptene-8-carboxylic acid). Reaction SMILES: [OH-].[Na+].C[O:4][C:5]([C:7]1[CH:8]=[C:9]([CH3:32])[C:10]2[O:16][C:15]3[C:17]([Cl:28])=[CH:18][C:19]([N:21]([CH2:25][CH2:26][Cl:27])[CH2:22][CH2:23][Cl:24])=[CH:20][C:14]=3[CH2:13][S:12](=[O:30])(=[O:29])[C:11]=2[CH:31]=1)=[O:6]>O1CCCC1>[Cl:24][CH2:23][CH2:22][N:21]([CH2:25][CH2:26][Cl:27])[C:19]1[CH:18]=[C:17]([Cl:28])[C:15]2[O:16][C:10]3[C:9]([CH3:32])=[CH:8][C:7]([C:5]([OH:6])=[O:4])=[CH:31][C:11]=3[S:12](=[O:29])(=[O:30])[CH2:13][C:14]=2[CH:20]=1 |f:0.1|. Reported procedure: Aqueous sodium hydroxide (0.78 g, 19.6 mmol in 45 mL water) was added to a solution of Example 102 (3.21 g, 6.53 mmol) in tetrahydrofuran (45 mL). It was stirred for 3 h, partially concentrated, treated with dil. HCl to pH 7, filtered, washed with water and dried to obtain the title compound as a white solid. Yield: 3.01 g (97%). 1H NMR (CDCl3+DMSO-d6): δ 2.40 (s, 3H, CH3), 3.4 (t, 4H, 2CH2), 3.5 (t, 4H, 2CH2), 4.5 (s, 2H, CH2), 6.4 (d, 1H, Ar), 6.5 (d, 1H, Ar), 7.7 (d, 1H, Ar), 8.1 (d, 1H, Ar);... Reactants: O=[N+]([O-])c1ccc(Cl)nc1, Nc1ccc(N2CCC(O)C2)nc1, OC1CCNC1, Nc1ccc(N2CCOCC2)nc1. Product: Nc1ccc(N2CCC(O)C2)nc1. RXN SMILES: [Cl:27][c:28]1[cH:29][cH:30][c:31]([N+:32]([O-:33])=[O:34])[cH:35][n:36]1.[NH2:14][c:15]1[cH:16][cH:17][c:18]([N:19]2[CH2:20][CH2:21][CH:22]([OH:23])[CH2:24]2)[n:25][cH:26]1.[NH:37]1[CH2:38][CH2:39][CH:40]([OH:41])[CH2:42]1.[O:1]1[CH2:2][CH2:3][N:4]([c:7]2[cH:8][cH:9][c:10]([NH2:13])[cH:11][n:12]2)[CH2:5][CH2:6]1>>[OH:1][CH:2]1[CH2:3][N:4]([c:7]2[cH:8][cH:9][c:10]([NH2:13])[cH:11][n:12]2)[CH2:5][CH2:6]1. Starting materials: ClCCl, CC(C)(C)OC(=O)N1CCC(=C(F)c2cccc(Oc3ccc(C(F)(F)F)cn3)c2)CC1, O=C(O)C(F)(F)F. Yields the product FC(=C1CCNCC1)c1cccc(Oc2ccc(C(F)(F)F)cn2)c1. Reaction SMILES: [Cl:40][CH2:41][Cl:42].[F:1][C:2](=[C:3]1[CH2:4][CH2:5][N:6]([C:9]([O:10][C:11]([CH3:12])([CH3:13])[CH3:14])=[O:15])[CH2:7][CH2:8]1)[c:16]1[cH:17][c:18]([O:22][c:23]2[n:24][cH:25][c:26]([C:29]([F:30])([F:31])[F:32])[cH:27][cH:28]2)[cH:19][cH:20][cH:21]1.[F:33][C:34]([F:35])([F:36])[C:37]([OH:38])=[O:39]>>[F:1][C:2](=[C:3]1[CH2:4][CH2:5][NH:6][CH2:7][CH2:8]1)[c:16]1[cH:17][c:18]([O:22][c:23]2[n:24][cH:25][c:26]([C:29]([F:30])([F:31])[F:32])[cH:27][cH:28]2)[cH:19][cH:20][cH:21]1. The reactants are FC1=CC=C(C(=O)Cl)C=C1 (4-fluorobenzoyl chloride), ice, N1C=CC2=CC=C(C=C12)C(=O)OC (methyl 1H-indole-6-carboxylate), [Cl-].C(C)[Al+]CC (diethylaluminum chloride). The solvent is ClCCCl (DCE), ClCCCl (DCE). Run at time 2 hour. Yields the product FC1=CC=C(C(=O)C2=CNC3=CC(=CC=C23)C(=O)OC)C=C1 (Methyl 3-(4-fluorobenzoyl)-1H-indole-6-carboxylate). Isolated yield 38.1%. Reaction SMILES: [F:1][C:2]1[CH:10]=[CH:9][C:5]([C:6](Cl)=[O:7])=[CH:4][CH:3]=1.[NH:11]1[C:19]2[C:14](=[CH:15][CH:16]=[C:17]([C:20]([O:22][CH3:23])=[O:21])[CH:18]=2)[CH:13]=[CH:12]1.[Cl-].C([Al+]CC)C>ClCCCl>[F:1][C:2]1[CH:10]=[CH:9][C:5]([C:6]([C:13]2[C:14]3[C:19](=[CH:18][C:17]([C:20]([O:22][CH3:23])=[O:21])=[CH:16][CH:15]=3)[NH:11][CH:12]=2)=[O:7])=[CH:4][CH:3]=1 |f:2.3|. Procedure details: A solution of 4-fluorobenzoyl chloride 43b (2 mmol, 0.24 mL) in 8 mL of DCE was added dropwise to an ice-cold solution of methyl 1H-indole-6-carboxylate 43a (1.43 mmol, 250 mg) and diethylaluminum chloride (1 M in hexanes, 1.86 mmol, 1.86 mL) in 8 mL of DCE. After 2 h at 0° C., the mixture was warmed to room temperature and was stirred overnight. To the mixture was added pH 7 buffer; the resulting solid was filtered and washed with CH2Cl2 to give 162 mg (38%) of methyl 3-(4-fluorobenzoyl)-1H-ind... The reactants are COC(=O)C(Cc1ccc(NC(=O)c2cc(C#N)ccc2Cl)cc1)NC(=O)OC(C)(C)C, ClCCl, O=C(O)C(F)(F)F. The product is COC(=O)C(N)Cc1ccc(NC(=O)c2cc(C#N)ccc2Cl)cc1. Reaction SMILES: [CH3:1][O:2][C:3]([CH:4]([NH:5][C:6]([O:7][C:8]([CH3:9])([CH3:10])[CH3:11])=[O:12])[CH2:13][c:14]1[cH:15][cH:16][c:17]([NH:20][C:21](=[O:22])[c:23]2[c:24]([Cl:31])[cH:25][cH:26][c:27]([C:29]#[N:30])[cH:28]2)[cH:18][cH:19]1)=[O:32].[Cl:40][CH2:41][Cl:42].[OH:33][C:34]([C:35]([F:36])([F:37])[F:38])=[O:39]>>[CH3:1][O:2][C:3]([CH:4]([NH2:5])[CH2:13][c:14]1[cH:15][cH:16][c:17]([NH:20][C:21](=[O:22])[c:23]2[c:24]([Cl:31])[cH:25][cH:26][c:27]([C:29]#[N:30])[cH:28]2)[cH:18][cH:19]1)=[O:32]. Reactants: CC1=C(C=CC=C1)NS(=O)(=O)C (N-(2-methylphenyl)methanesulfonamide), [Cl-].[Al+3].[Cl-].[Cl-] (aluminum chloride), Cl (HCl), C(C)(=O)Cl (acetyl chloride). The solvent is ClCCl (dichloromethane), C1(=CC=CC=C1)C (toluene). Conditions: time 0.5 hour. Product: C(C)(=O)C1=CC(=C(C=C1)NS(=O)(=O)C)C (N-(4-Acetyl-2-methylphenyl)methanesulfonamide). As a reaction SMILES: [CH3:1][C:2]1[CH:7]=[CH:6][CH:5]=[CH:4][C:3]=1[NH:8][S:9]([CH3:12])(=[O:11])=[O:10].[Cl-].[Al+3].[Cl-].[Cl-].[C:17](Cl)(=[O:19])[CH3:18].Cl>ClCCl.C1(C)C=CC=CC=1>[C:17]([C:6]1[CH:5]=[CH:4][C:3]([NH:8][S:9]([CH3:12])(=[O:11])=[O:10])=[C:2]([CH3:1])[CH:7]=1)(=[O:19])[CH3:18] |f:1.2.3.4|. Reported procedure: To a solution of N-(2-methylphenyl)methanesulfonamide (1.84 g, 10 mmol) in dichloromethane (2 mL) was added aluminum chloride (3.3 g, 25 mmol) carefully at 0° C. Then acetyl chloride (1.07 ml, 15 mmol) was added dropwise. The reaction mixture was stirred at room temperature for 0.5 hours, the reaction was monitored by using TLC and 1H-NMR, and after completion of the reaction, the reaction mixture was diluted with toluene and poured into 2N HCl aqueous solution with stirring at 0° C. The precipi... The reactants are CCO, CCOC(=O)c1ccsc1C, Cl, [Na+], [OH-], O. Yields the product Cc1sccc1C(=O)O. RXN SMILES: [CH3:15][CH2:16][OH:17].[CH3:1][c:2]1[s:3][cH:4][cH:5][c:6]1[C:7](=[O:8])[O:9][CH2:10][CH3:11].[ClH:14].[Na+:13].[OH-:12].[OH2:18]>>[CH3:1][c:2]1[s:3][cH:4][cH:5][c:6]1[C:7](=[O:8])[OH:9].